This data is from the Open Reaction Database (ORD), a public repository of structured organic reaction records. The task is: describe an organic reaction: reactants, conditions, products, and yield The reactants are C(C)(C)C=1C=C(C=CC1)O (3-isopropylphenol), KIO3, II (I2). Solvent: C(C)(=O)O (acetic acid). Run at time 3 day. The product is IC1=C(C=C(C=C1)C(C)C)O (2-Iodo-5-isopropyl-phenol). Yield: 160.8%. RXN SMILES: [CH:1]([C:4]1[CH:5]=[C:6]([OH:10])[CH:7]=[CH:8][CH:9]=1)([CH3:3])[CH3:2].[I:11]I>C(O)(=O)C>[I:11][C:7]1[CH:8]=[CH:9][C:4]([CH:1]([CH3:3])[CH3:2])=[CH:5][C:6]=1[OH:10]. Procedure details: A mixture of 3-isopropylphenol (670 mg, 4.92 mmol), KIO3 (210 mg, 0.98 mmol), and I2 (500 mg, 1.97 mmol) in acetic acid was stirred for 3 days at room temperature. The solvent was removed at reduced pressure. The residue was diluted with Et2O and washed with aq. NaHCO3, aq. Na2S2O3, and brine. The organic layer was dried over anhydrous MgSO4, filtered, and concentrated under reduced pressure. The residue was purified with flash column chromatography to give the title compound (830 mg, 64%). The reactants are C(C)(=O)O[C@@H]1C[C@H](C2=C1N=CN=C2N2[C@H](CN(CC2)C(=O)OC(C)(C)C)C)C ((S)-tert-butyl 4-((5R,7R)-7-acetoxy-5-methyl-6,7-dihydro-5H-cyclopenta[d]pyrimidin-4-yl)-3-methylpiperazine-1-carboxylate), [Li+].[OH-] (LiOH). Run in C1CCOC1 (THF). Run at time 6 hour. The product is O[C@@H]1C[C@H](C2=C1N=CN=C2N2[C@H](CN(CC2)C(=O)OC(C)(C)C)C)C ((S)-tert-butyl 4-((5R,7R)-7-hydroxy-5-methyl-6,7-dihydro-5H-cyclopenta[d]pyrimidin-4-yl)-3-methylpiperazine-1-carboxylate). Isolated yield 82.1%. As a reaction SMILES: C([O:4][C@H:5]1[C:9]2[N:10]=[CH:11][N:12]=[C:13]([N:14]3[CH2:19][CH2:18][N:17]([C:20]([O:22][C:23]([CH3:26])([CH3:25])[CH3:24])=[O:21])[CH2:16][C@@H:15]3[CH3:27])[C:8]=2[C@H:7]([CH3:28])[CH2:6]1)(=O)C.[Li+].[OH-]>C1COCC1>[OH:4][C@H:5]1[C:9]2[N:10]=[CH:11][N:12]=[C:13]([N:14]3[CH2:19][CH2:18][N:17]([C:20]([O:22][C:23]([CH3:26])([CH3:25])[CH3:24])=[O:21])[CH2:16][C@@H:15]3[CH3:27])[C:8]=2[C@H:7]([CH3:28])[CH2:6]1 |f:1.2|. Reported procedure: To a solution of the (S)-tert-butyl 4-((5R,7R)-7-acetoxy-5-methyl-6,7-dihydro-5H-cyclopenta[d]pyrimidin-4-yl)-3-methylpiperazine-1-carboxylate (0.281 g, 0.72 mmol) in THF (5 mL) was added LiOH (3M, 2 mL). The mixture was stirred at room temperature for 6 hours and then quenched with 2N HCl (3 mL). The solvent was removed and the residue was purified by silica gel chromatography, eluting with ethyl acetate to give (S)-tert-butyl 4-((5R,7R)-7-hydroxy-5-methyl-6,7-dihydro-5H-cyclopenta[d]pyrimidin-... Starting materials: Cc1ccccc1, [H-], [Na+], CN1CCCC1COc1cncc(C#CC(C)(C)O)c1. Product: C#Cc1cncc(OCC2CCCN2C)c1. RXN SMILES: [CH3:23][c:24]1[cH:25][cH:26][cH:27][cH:28][cH:29]1.[H-:22].[Na+:21].[OH:1][C:2]([C:3]#[C:4][c:5]1[cH:6][c:7]([O:11][CH2:12][CH:13]2[N:14]([CH3:18])[CH2:15][CH2:16][CH2:17]2)[cH:8][n:9][cH:10]1)([CH3:19])[CH3:20]>>[CH:3]#[C:4][c:5]1[cH:6][c:7]([O:11][CH2:12][CH:13]2[N:14]([CH3:18])[CH2:15][CH2:16][CH2:17]2)[cH:8][n:9][cH:10]1. Starting materials: CCCCCCCCCCBr, O=C([O-])[O-], Cc1cc(O)ccc1[N+](=O)[O-], CN(C)C=O, [K+], [K+], O. The product is CCCCCCCCCCOc1ccc([N+](=O)[O-])c(C)c1. As a reaction SMILES: [Br:12][CH2:13][CH2:14][CH2:15][CH2:16][CH2:17][CH2:18][CH2:19][CH2:20][CH2:21][CH3:22].[C:23](=[O:24])([O-:25])[O-:26].[CH3:1][c:2]1[cH:3][c:4]([OH:5])[cH:6][cH:7][c:8]1[N+:9]([O-:10])=[O:11].[CH3:30][N:31]([CH3:32])[CH:33]=[O:34].[K+:27].[K+:28].[OH2:29]>>[CH3:1][c:2]1[cH:3][c:4]([O:5][CH2:13][CH2:14][CH2:15][CH2:16][CH2:17][CH2:18][CH2:19][CH2:20][CH2:21][CH3:22])[cH:6][cH:7][c:8]1[N+:9]([O-:10])=[O:11].